Dataset: the Open Reaction Database (ORD), a public repository of structured organic reaction records. Task: describe an organic reaction: reactants, conditions, products, and yield The reactants are CCOC(C)=O, Nc1ccc(F)c(C(F)(F)F)c1, Nc1cc(Oc2ccc3c(C(=O)O)cccc3c2)ncn1, CN(C)C=O, O. Yields the product Nc1cc(Oc2ccc3c(C(=O)Nc4ccc(F)c(C(F)(F)F)c4)cccc3c2)ncn1. Reaction SMILES: [CH3:35][CH2:36][O:37][C:38]([CH3:39])=[O:40].[F:22][c:23]1[c:24]([C:30]([F:31])([F:32])[F:33])[cH:25][c:26]([NH2:27])[cH:28][cH:29]1.[NH2:1][c:2]1[cH:3][c:4]([O:8][c:9]2[cH:10][c:11]3[cH:12][cH:13][cH:14][c:15]([C:19](=[O:20])[OH:21])[c:16]3[cH:17][cH:18]2)[n:5][cH:6][n:7]1.[O:41]=[CH:42][N:43]([CH3:44])[CH3:45].[OH2:34]>>[NH2:1][c:2]1[cH:3][c:4]([O:8][c:9]2[cH:10][c:11]3[cH:12][cH:13][cH:14][c:15]([C:19](=[O:21])[NH:27][c:26]4[cH:25][c:24]([C:30]([F:31])([F:32])[F:33])[c:23]([F:22])[cH:29][cH:28]4)[c:16]3[cH:17][cH:18]2)[n:5][cH:6][n:7]1. The reactants are NCCCOC1=CC=C2C(=CNC2=C1)C(CC(=O)O)C=1C=CC=2C(=NSN2)C1 (3-[6-(3-aminopropoxy)-1H-indol-3-yl]-3-benzo-1,2,5-thiadiazol-5-ylpropionic acid), CSC=1NCC(N1)=O (2-methylsulfanyl-1,5-dihydroimidazol-4-one). Yields the product O=C1N=C(NC1)NCCCOC1=CC=C2C(=CNC2=C1)C(CC(=O)O)C1=CC=NC=C1 (3-{6-[3-(4-oxo-4,5-dihydro-1H-imidazol-2-ylamino)propoxy]-1H-indol-3-yl}-3-pyridin-4-ylpropionic acid). As a reaction SMILES: [NH2:1][CH2:2][CH2:3][CH2:4][O:5][C:6]1[CH:14]=[C:13]2[C:9]([C:10]([CH:15]([C:20]3[CH:21]=[CH:22]C4[C:24]([CH:28]=3)=[N:25]SN=4)[CH2:16][C:17]([OH:19])=[O:18])=[CH:11][NH:12]2)=[CH:8][CH:7]=1.CS[C:31]1[NH:32][CH2:33][C:34](=[O:36])[N:35]=1>>[O:36]=[C:34]1[CH2:33][NH:32][C:31]([NH:1][CH2:2][CH2:3][CH2:4][O:5][C:6]2[CH:14]=[C:13]3[C:9]([C:10]([CH:15]([C:20]4[CH:21]=[CH:22][N:25]=[CH:24][CH:28]=4)[CH2:16][C:17]([OH:19])=[O:18])=[CH:11][NH:12]3)=[CH:8][CH:7]=2)=[N:35]1. Procedure details: Analogously to Example 16, the reaction of 3-[6-(3-aminopropoxy)-1H-indol-3-yl]-3-benzo-1,2,5-thiadiazol-5-ylpropionic acid (prepared analogously to Example 1.1-1.2 and 15) with 2-methylsulfanyl-1,5-dihydroimidazol-4-one and subsequent synthesis sequence gives